From a dataset of the Open Reaction Database (ORD), a public repository of structured organic reaction records. describe an organic reaction: reactants, conditions, products, and yield The reactants are C[Si](C)(C)Cl (TMSCl), bromo ethyl acetate, layer, C(C1=CC=CC=C1)OC1=C(C=O)C(=CC(=C1)OC1OCCCC1)B1OC(C(O1)(C)C)(C)C (2-benzyloxy-4-(tetrahydro-pyran-2-yloxy)-6-(4,4,5,5-tetramethyl-[1,3,2]dioxaborolan-2-yl)-benzaldehyde). Reagents/catalysts: [Zn] (Zn). Run in C1CCOC1 (THF), C1CCOC1 (THF). Run at temperature 55 celsius, time 30 minute. The product is C(C)OC(CC1C2=C(B(O1)O)C=C(C=C2OCC2=CC=CC=C2)OC2OCCCC2)=O ([4-Benzyloxy-1-hydroxy-6-(tetrahydro-pyran-2-yloxy)-1,3-dihydro-benzo[c][1,2]oxaborol-3-yl]-acetic acid ethyl ester). Yield: 145.4%. As a reaction SMILES: C[Si](Cl)(C)C.[CH2:6]([O:13][C:14]1[CH:21]=[C:20]([O:22][CH:23]2[CH2:28][CH2:27][CH2:26][CH2:25][O:24]2)[CH:19]=[C:18]([B:29]2[O:33]C(C)(C)[C:31]([CH3:37])(C)[O:30]2)[C:15]=1C=O)[C:7]1[CH:12]=[CH:11][CH:10]=[CH:9][CH:8]=1>C1COCC1.[Zn]>[CH2:20]([O:22][C:23](=[O:24])[CH2:37][CH:31]1[O:30][B:29]([OH:33])[C:18]2[CH:19]=[C:20]([O:22][CH:23]3[CH2:28][CH2:27][CH2:26][CH2:25][O:24]3)[CH:21]=[C:14]([O:13][CH2:6][C:7]3[CH:8]=[CH:9][CH:10]=[CH:11][CH:12]=3)[C:15]1=2)[CH3:19]. Reported procedure: A suspension of Zn (2.91 g, 44.5 mmol) in THF (10 mL) was added TMSCl (0.833 ml, 6.57 mmol) at 40° C. The temperature was increased to 55° C. over 30 min. Then, the temperature was lowered to 37° C. and bromo ethyl acetate (4.55 mL, 41.1 mmol) was added slowly. The resulting solution was stirred for 30 min from 45° C. to room temperature and stood by for 1 h. The top clear layer (3 mL) was added to a solution of 2-benzyloxy-4-(tetrahydro-pyran-2-yloxy)-6-(4,4,5,5-tetramethyl-[1,3,2]dioxaborolan-... The reactants are C(Cl)Cl (DCM), NC1CCN(CC1)C[C@@H]1CN2C(C=CC=3N=CC(N1C23)=O)=O ((2R)-2-[(4-Amino-1-piperidinyl)methyl]-1,2-dihydro-3H,8H-2a,5,8a-triazaacenaphthylene-3,8-dione), C(O)([O-])=O.[Na+] (sodium hydrogen carbonate), O=C1NC2=C(SC1)C=CC(=N2)C=O (3-oxo-3,4-dihydro-2H-pyrido[3,2-b][1,4]thiazine-6-carboxaldehyde), C(C)(=O)O[BH-](OC(C)=O)OC(C)=O.[Na+] (sodium triacetoxyborohydride). The solvent is C(Cl)(Cl)Cl (chloroform), CO (methanol). Conditions: time 30 minute. The product is Cl.O=C1NC2=C(SC1)C=CC(=N2)CNC2CCN(CC2)C[C@@H]2CN1C(C=CC=3N=CC(N2C13)=O)=O ((2R)-2-[(4-{[(3-Oxo-3,4-dihydro-2H-pyrido[3,2-b][1,4]thiazin-6-yl)methyl]amino}-1-piperidinyl)methyl]-1,2-dihydro-3H,8H-2a,5,8a-triazaacenaphthylene-3,8-dione hydrochloride). Reaction SMILES: [NH2:1][CH:2]1[CH2:7][CH2:6][N:5]([CH2:8][C@H:9]2[N:19]3[C:20]4[N:11]([C:12](=[O:22])[CH:13]=[CH:14][C:15]=4[N:16]=[CH:17][C:18]3=[O:21])[CH2:10]2)[CH2:4][CH2:3]1.[O:23]=[C:24]1[CH2:29][S:28][C:27]2[CH:30]=[CH:31][C:32]([CH:34]=O)=[N:33][C:26]=2[NH:25]1.C(O[BH-](OC(=O)C)OC(=O)C)(=O)C.[Na+].C(=O)([O-])O.[Na+].C(Cl)[Cl:56]>CO.C(Cl)(Cl)Cl>[ClH:56].[O:23]=[C:24]1[CH2:29][S:28][C:27]2[CH:30]=[CH:31][C:32]([CH2:34][NH:1][CH:2]3[CH2:7][CH2:6][N:5]([CH2:8][C@H:9]4[N:19]5[C:20]6[N:11]([C:12](=[O:22])[CH:13]=[CH:14][C:15]=6[N:16]=[CH:17][C:18]5=[O:21])[CH2:10]4)[CH2:4][CH2:3]3)=[N:33][C:26]=2[NH:25]1 |f:2.3,4.5,9.10|. Reported procedure: (2R)-2-[(4-Amino-1-piperidinyl)methyl]-1,2-dihydro-3H,8H-2a,5,8a-triazaacenaphthylene-3,8-dione (50 mg, 0.166 mmol) (for a preparation see Example 16(j)) and 3-oxo-3,4-dihydro-2H-pyrido[3,2-b][1,4]thiazine-6-carboxaldehyde (29 mg, 0.90 eq.) (for a synthesis see WO2003087098, Example 301(d)) were stirred in 9:1 chloroform:methanol (1 ml) at room temperature for 3 hours, then sodium triacetoxyborohydride (105 mg, 3.00 eq.) was added. The mixture was stirred at room temperature for a further 30 min... Reactants: ClC1=CC=C(C2=NON=C21)[N+](=O)[O-] (4-chloro-7-nitro-2,1,3-benzoxadiazole), Cl.OC1[C@@H](N)[C@H](O)[C@@H](O)[C@@H](O1)CO (L-glucosamine hydrochloride). Solvent: C(=O)(O)[O-].[Na+] (NaHCO3), CO (methanol). Conditions: time 24 hour. Yields the product C1=C(C2=NON=C2C(=C1)[N+](=O)[O-])N[C@H](C=O)[C@@H]([C@H]([C@H](CO)O)O)O (2-NBDLG). Reaction SMILES: Cl[C:2]1[C:10]2[C:6](=[N:7][O:8][N:9]=2)[C:5]([N+:11]([O-:13])=[O:12])=[CH:4][CH:3]=1.Cl.[OH:15][CH:16]1[O:24][C@@H:23]([CH2:25][OH:26])[C@H:21]([OH:22])[C@@H:19]([OH:20])[C@@H:17]1[NH2:18]>CO.C([O-])(O)=O.[Na+]>[CH:3]1[CH:4]=[C:5]([N+:11]([O-:13])=[O:12])[C:6]2[C:10](=[N:9][O:8][N:7]=2)[C:2]=1[NH:18][C@@H:17]([C@H:19]([OH:20])[C@@H:21]([OH:22])[C@@H:23]([OH:24])[CH2:25][OH:26])[CH:16]=[O:15] |f:1.2,4.5|. Reported procedure: In a brown flask, 4-chloro-7-nitro-2,1,3-benzoxadiazole (NBD-Cl) (483 mg) was placed and dissolved in methanol (14.0 ml). Under an argon atmosphere, a solution in which L-glucosamine hydrochloride (283 mg) was dissolved in 0.3 M NaHCO3 solution (5.57 ml) was added thereto, and the resulting mixture was stirred at room temperature. After 24 hours, methanol was removed by concentration under reduced pressure, and the resulting precipitates (unnecessary substances derived from NBD-Cl) were removed ... Starting materials: O=C([O-])[O-], Cc1cccc(CC(=O)N2CCc3cc(-c4cn(C5CCNCC5)c5ncnc(N)c45)ccc32)c1, [Cs+], [Cs+], CI, CN(C)C=O. Product: Cc1cccc(CC(=O)N2CCc3cc(-c4cn(C5CCN(C)CC5)c5ncnc(N)c45)ccc32)c1. Reaction SMILES: [C:36](=[O:37])([O-:38])[O-:39].[CH3:1][c:2]1[cH:3][c:4]([CH2:8][C:9](=[O:10])[N:11]2[CH2:12][CH2:13][c:14]3[cH:15][c:16](-[c:20]4[cH:21][n:22]([CH:30]5[CH2:31][CH2:32][NH:33][CH2:34][CH2:35]5)[c:23]5[n:24][cH:25][n:26][c:27]([NH2:29])[c:28]45)[cH:17][cH:18][c:19]32)[cH:5][cH:6][cH:7]1.[Cs+:40].[Cs+:41].[I:42][CH3:43].[O:44]=[CH:45][N:46]([CH3:47])[CH3:48]>>[CH3:1][c:2]1[cH:3][c:4]([CH2:8][C:9](=[O:10])[N:11]2[CH2:12][CH2:13][c:14]3[cH:15][c:16](-[c:20]4[cH:21][n:22]([CH:30]5[CH2:31][CH2:32][N:33]([CH3:36])[CH2:34][CH2:35]5)[c:23]5[n:24][cH:25][n:26][c:27]([NH2:29])[c:28]45)[cH:17][cH:18][c:19]32)[cH:5][cH:6][cH:7]1. The reactants are CCOC(=O)CCc1ccc(NCc2ccc(NC(C)=O)c(-c3c(C)cc(OCC4(O)CCS(=O)(=O)CC4)cc3C)c2)cc1F, CO, Cl, [Na+], C1CCOC1, [OH-]. Product: CC(=O)Nc1ccc(CNc2ccc(CCC(=O)O)c(F)c2)cc1-c1c(C)cc(OCC2(O)CCS(=O)(=O)CC2)cc1C. Reaction SMILES: [C:1]([CH3:2])(=[O:3])[NH:4][c:5]1[cH:6][cH:7][c:8]([CH2:30][NH:31][c:32]2[cH:33][c:34]([F:45])[c:35]([CH2:38][CH2:39][C:40](=[O:41])[O:42][CH2:43][CH3:44])[cH:36][cH:37]2)[cH:9][c:10]1-[c:11]1[c:12]([CH3:29])[cH:13][c:14]([O:18][CH2:19][C:20]2([OH:28])[CH2:21][CH2:22][S:23](=[O:26])(=[O:27])[CH2:24][CH2:25]2)[cH:15][c:16]1[CH3:17].[CH3:49][OH:50].[ClH:48].[Na+:47].[O:51]1[CH2:52][CH2:53][CH2:54][CH2:55]1.[OH-:46]>>[C:1]([CH3:2])(=[O:3])[NH:4][c:5]1[cH:6][cH:7][c:8]([CH2:30][NH:31][c:32]2[cH:33][c:34]([F:45])[c:35]([CH2:38][CH2:39][C:40](=[O:41])[OH:42])[cH:36][cH:37]2)[cH:9][c:10]1-[c:11]1[c:12]([CH3:29])[cH:13][c:14]([O:18][CH2:19][C:20]2([OH:28])[CH2:21][CH2:22][S:23](=[O:26])(=[O:27])[CH2:24][CH2:25]2)[cH:15][c:16]1[CH3:17]. Starting materials: CC(Br)c1ccccc1, CC(C)(C)[O-], CS(C)=O, [K+], O=Cc1ccc(O)cc1. Product: CC(Oc1ccc(C=O)cc1)c1ccccc1. As a reaction SMILES: [Br:16][CH:17]([CH3:18])[c:19]1[cH:20][cH:21][cH:22][cH:23][cH:24]1.[CH3:10][C:11]([CH3:12])([O-:13])[CH3:14].[CH3:25][S:26]([CH3:27])=[O:28].[K+:15].[OH:1][c:2]1[cH:3][cH:4][c:5]([CH:6]=[O:7])[cH:8][cH:9]1>>[O:1]([c:2]1[cH:3][cH:4][c:5]([CH:6]=[O:7])[cH:8][cH:9]1)[CH:17]([CH3:18])[c:19]1[cH:20][cH:21][cH:22][cH:23][cH:24]1. The reactants are COC=1C=C2C(=CC1OC)C(=O)C(C2)CC3CCN(CC3)CC=4C=CC=CC4 (donepezil), COC=1C=C2CCC(C2=CC1OC)=O (5,6-dimethoxy indanone), N1=CC=C(C=C1)C=O (pyridine-4-carboxaldehyde). Product: COC=1C=C2C(C(C(C2=CC1OC)=O)C1=CC=NC=C1)=C (5,6 dimethoxy-2-pyridin-4-yl methylene-indan-1-one). As a reaction SMILES: [CH3:1][O:2][C:3]1[CH:4]=[C:5]2[CH2:14][CH:13](CC3CCN(CC4C=CC=CC=4)CC3)[C:11](=[O:12])[C:6]2=[CH:7][C:8]=1[O:9][CH3:10].COC1C=C2C(=CC=1OC)C(=O)CC2.[N:43]1[CH:48]=[CH:47][C:46]([CH:49]=O)=[CH:45][CH:44]=1>>[CH3:1][O:2][C:3]1[CH:4]=[C:5]2[C:6](=[CH:7][C:8]=1[O:9][CH3:10])[C:11](=[O:12])[CH:49]([C:46]1[CH:45]=[CH:44][N:43]=[CH:48][CH:47]=1)[C:14]2=[CH2:13]. Procedure: U.S. Pat. No. 4,895,481, incorporated herein by reference in its entirety, describes donepezil, its related compounds along with their pharmaceutical acceptable salts including composition and method of treatment using them. The process for the preparation of donepezil is disclosed by the aforesaid product patent involves the conversion of 1-benzyl-4-piperidinone to 1-benzyl-4-piperidine carboxaldehyde in the presence of n-butyl lithium, which on further reaction with 5,6-dimethoxy-1-indanone in... The reactants are C=O (HCHO), ClC1=NC=2SC=3CCCC3C2C(=N1)NC1CCC(CC1)N (1-N-[10-chloro-7-thia-9,11-diazatricyclo[6.4.0.0[2,6]]dodeca-1(8),2(6),9,11-tetraen-12-yl]cyclohexane-1,4-diamine), [BH3-]C#N.[Na+] (NaBH3CN). Solvent: CCOC(=O)C (EtOAc), CO (methanol). Run at time 1 hour. Product: ClC1=NC=2SC=3CCCC3C2C(=N1)NC1CCC(CC1)N(C)C (4-N-[10-chloro-7-thia-9,11-diazatricyclo[6.4.0.0[2,6]]dodeca-1(8),2(6),9,11-tetraen-12-yl]-1-N,1-N-dimethylcyclohexane-1,4-diamine). Isolated yield 87.0%. As a reaction SMILES: [Cl:1][C:2]1[N:13]=[C:12]([NH:14][CH:15]2[CH2:20][CH2:19][CH:18](N)[CH2:17][CH2:16]2)[C:11]2[C:10]3[CH2:9][CH2:8][CH2:7][C:6]=3[S:5][C:4]=2[N:3]=1.[CH2:22]=O.[BH3-][C:25]#[N:26].[Na+]>CO.CCOC(C)=O>[Cl:1][C:2]1[N:13]=[C:12]([NH:14][CH:15]2[CH2:20][CH2:19][CH:18]([N:26]([CH3:25])[CH3:22])[CH2:17][CH2:16]2)[C:11]2[C:10]3[CH2:9][CH2:8][CH2:7][C:6]=3[S:5][C:4]=2[N:3]=1 |f:2.3|. Procedure: Into a 25-mL round-bottom flask containing a solution of 1-N-[10-chloro-7-thia-9,11-diazatricyclo[6.4.0.0[2,6]]dodeca-1(8),2(6),9,11-tetraen-12-yl]cyclohexane-1,4-diamine (400 mg, 1.24 mmol, 1.00 equiv) in methanol (15 mL) was added HCHO (37%, 0.5 mL) and stirred for 1 h at room temperature. Then NaBH3CN (152 mg, 2.42 mmol, 2.00 equiv) was added and the resulting solution was stirred for additional 2 h at ambient temperature and diluted with EtOAc, washed with brine, dried over anhydrous sodium ... The reactants are NC[C@H](O)C=1C=CC(=C(C1)NS(=O)(=O)C)O (N-[5-((1R)-2-Amino-1-hydroxy-ethyl)-2-hydroxy-phenyl]-methanesulfonamide), C(C1=CC=CC=C1)OC(=O)[C@H]1N(CCC1)S(=O)(=O)C1=CC=C(C=C1)N1CCC(CC1)=O ((2S)-1-[4-(4-oxo-piperidin-1-yl)-benzenesulfonyl]-pyrrolidine-2-carboxylic acid benzyl ester). The product is C(C1=CC=CC=C1)OC(=O)[C@H]1N(CCC1)S(=O)(=O)C1=CC=C(C=C1)N1CCC(CC1)NC[C@@H](C1=CC(=C(C=C1)O)NS(=O)(=O)C)O ((2S)-1-(4-{4-[(2R)-2-Hydroxy-2-(4-hydroxy-3-methanesulfonylamino-phenyl)-ethylamino]-piperidin-1-yl}-benzenesulfonyl)-pyrrolidine-2-carboxylic acid benzyl ester). Reaction SMILES: [NH2:1][CH2:2][C@@H:3]([C:5]1[CH:6]=[CH:7][C:8]([OH:16])=[C:9]([NH:11][S:12]([CH3:15])(=[O:14])=[O:13])[CH:10]=1)[OH:4].[CH2:17]([O:24][C:25]([C@@H:27]1[CH2:31][CH2:30][CH2:29][N:28]1[S:32]([C:35]1[CH:40]=[CH:39][C:38]([N:41]2[CH2:46][CH2:45][C:44](=O)[CH2:43][CH2:42]2)=[CH:37][CH:36]=1)(=[O:34])=[O:33])=[O:26])[C:18]1[CH:23]=[CH:22][CH:21]=[CH:20][CH:19]=1>>[CH2:17]([O:24][C:25]([C@@H:27]1[CH2:31][CH2:30][CH2:29][N:28]1[S:32]([C:35]1[CH:36]=[CH:37][C:38]([N:41]2[CH2:46][CH2:45][CH:44]([NH:1][CH2:2][C@H:3]([OH:4])[C:5]3[CH:6]=[CH:7][C:8]([OH:16])=[C:9]([NH:11][S:12]([CH3:15])(=[O:14])=[O:13])[CH:10]=3)[CH2:43][CH2:42]2)=[CH:39][CH:40]=1)(=[O:33])=[O:34])=[O:26])[C:18]1[CH:19]=[CH:20][CH:21]=[CH:22][CH:23]=1. Reported procedure: The title compound was prepared from N-[5-((1R)-2-Amino-1-hydroxy-ethyl)-2-hydroxy-phenyl]-methanesulfonamide and Reference Example 22, (2S)-1-[4-(4-oxo-piperidin-1-yl)-benzenesulfonyl]-pyrrolidine-2-carboxylic acid benzyl ester, according to the procedure of Example 1 as a white solid; mp 65-71° C.; 1H NMR (300 MHz, DMSO-d6) δ 1.20-1.40 (m, 2H), 1.40-1.90 (m, 6H), 2.50-3.20 (m, 5H), 3.75-3.85 (m, 2H), 4.15 (dd, 1H), 4.40-4.50 (m, 1H), 5.19 (s, 2H), 6.80 (d, 1H), 6.92 (d, 3H), 7.15 (d, 1H), 7.40...